From a dataset of the Open Reaction Database (ORD), a public repository of structured organic reaction records. describe an organic reaction: reactants, conditions, products, and yield Starting materials: FC1=C(C(=CC=C1)C(F)(F)F)S(=O)(=O)Cl (2-fluoro-6-trifluoromethylbenzenesulfonyl chloride), N1=CC=CC=C1 (pyridine), CS(=O)C (dimethylsulfoxide), N1=CC=CC=C1 (pyridine), CS(=O)C (DMSO), NC1=NN2C(=NC=C(C2=N1)OC)OC (2-Amino-5,8-dimethoxy(1,2,4)triazolo[1,5-c]pyrimidine). Solvent: C(Cl)Cl (methylene chloride), C(C)#N (acetonitrile). Run at time 9 day. Yields the product FC1=C(C(=CC=C1)C(F)(F)F)S(=O)(=O)NC1=NN2C(=NC=C(C2=N1)OC)OC (2-Fluoro-6-trifluoromethyl-N-(5,8-dimethoxy-1,2,4triazolo[1,5-c]pyrimidin-2-yl)benzenesulfonamide). The yield is 46.0%. Reaction SMILES: [NH2:1][C:2]1[N:10]=[C:9]2[N:4]([C:5]([O:13][CH3:14])=[N:6][CH:7]=[C:8]2[O:11][CH3:12])[N:3]=1.[F:15][C:16]1[CH:21]=[CH:20][CH:19]=[C:18]([C:22]([F:25])([F:24])[F:23])[C:17]=1[S:26](Cl)(=[O:28])=[O:27].N1C=CC=CC=1.CS(C)=O>C(#N)C.C(Cl)Cl>[F:15][C:16]1[CH:21]=[CH:20][CH:19]=[C:18]([C:22]([F:24])([F:23])[F:25])[C:17]=1[S:26]([NH:1][C:2]1[N:10]=[C:9]2[N:4]([C:5]([O:13][CH3:14])=[N:6][CH:7]=[C:8]2[O:11][CH3:12])[N:3]=1)(=[O:28])=[O:27]. Procedure details: 2-Amino-5,8-dimethoxy(1,2,4)triazolo[1,5-c]pyrimidine (1.0 g, 5.1 mmol) was suspended in 15 mL of dry acetonitrile in a round bottom flask equipped with magnetic stirring. To this suspension was added crude 2-fluoro-6-trifluoromethylbenzenesulfonyl chloride (3.16 g, 10.2 mmol), dry pyridine (0.8 g, 10.2 mmol), dry dimethylsulfoxide (DMSO, 0.1 g, 1.3 mmol), and the flask was fitted with a CaSO4 drying tube. The reaction was monitored by HPLC analysis over a 9 day period, during which time an addi...